From a dataset of the Open Reaction Database (ORD), a public repository of structured organic reaction records. describe an organic reaction: reactants, conditions, products, and yield The product is c1cc(Cn2ccnc2)c2nccnc2c1. Reactants: BrCc1cccc2nccnc12, CC#N, c1c[nH]cn1. As a reaction SMILES: [Br:1][CH2:2][c:3]1[c:4]2[n:5][cH:6][cH:7][n:8][c:9]2[cH:10][cH:11][cH:12]1.[CH3:18][C:19]#[N:20].[nH:13]1[cH:14][n:15][cH:16][cH:17]1>>[CH2:2]([c:3]1[c:4]2[n:5][cH:6][cH:7][n:8][c:9]2[cH:10][cH:11][cH:12]1)[n:13]1[cH:14][n:15][cH:16][cH:17]1. The reactants are C[C@@]12CC[C@H]([C@@]([C@H]1CCC(=C)[C@H]2C/C=C/3\[C@@H](COC3=O)O)(C)CO)O (andrographolide), COC(C)(C)OC (2,2-dimethoxypropane), C1(=CC=C(C=C1)S(=O)(=O)[O-])C.[NH+]1=CC=CC=C1 (pyridinium p-toluene sulphonate), C1=CC=CC=C1.CS(=O)C (benzene dimethyl suiphoxide). The solvent is C(C)N(CC)CC (triethylamine). Yields the product C[C@@]12CC[C@@H]3[C@]([C@H]1CCC(=C)[C@H]2C/C=C/4\[C@@H](COC4=O)O)(COC(O3)(C)C)C (3,19-isopropylidene andrographolide), product. RXN SMILES: [CH3:1][C@:2]12[C@H:12]([CH2:13]/[CH:14]=[C:15]3\[C@H:16]([OH:21])[CH2:17][O:18][C:19]\3=[O:20])[C:10](=[CH2:11])[CH2:9][CH2:8][C@@H:7]1[C@@:6]([CH2:23][OH:24])([CH3:22])[C@H:5]([OH:25])[CH2:4][CH2:3]2.CO[C:28](OC)([CH3:30])[CH3:29].C1(C)C=CC(S([O-])(=O)=O)=CC=1.[NH+]1C=CC=CC=1.C1C=CC=CC=1.CS(C)=O>C(N(CC)CC)C>[CH3:1][C@:2]12[C@H:12]([CH2:13]/[CH:14]=[C:15]3\[C@H:16]([OH:21])[CH2:17][O:18][C:19]\3=[O:20])[C:10](=[CH2:11])[CH2:9][CH2:8][C@@H:7]1[C@:6]1([CH3:22])[CH2:23][O:24][C:28]([CH3:30])([CH3:29])[O:25][C@@H:5]1[CH2:4][CH2:3]2 |f:2.3,4.5|. Procedure: A mixture of andrographolide (15 g), 2,2-dimethoxypropane (20 ml) and catalytic amount of pyridinium p-toluene sulphonate (few crystals) in a solution of benzene/dimethyl suiphoxide (300 ml/40 ml) was refluxed for 30 min. After completion of the reaction (checked by TLC), the contents were cooled to room temperature and basified with excess triethylamine (10 ml) to quench the remaining catalyst. The mixture was diluted with benzene (200 ml) and washed with water (3×300 ml). The organic layer was... Starting materials: Cc1nnn[nH]1, Cc1ccc(S(=O)(=O)N2C(CCCCCl)CCC2c2ccc(F)cc2)cc1. Yields the product Cc1ccc(S(=O)(=O)N2C(CCCCn3nnnc3C)CCC2c2ccc(F)cc2)cc1. As a reaction SMILES: [CH3:28][c:29]1[n:30][n:31][n:32][nH:33]1.[Cl:1][CH2:2][CH2:3][CH2:4][CH2:5][CH:6]1[N:7]([S:18](=[O:19])(=[O:20])[c:21]2[cH:22][cH:23][c:24]([CH3:27])[cH:25][cH:26]2)[CH:8]([c:11]2[cH:12][cH:13][c:14]([F:17])[cH:15][cH:16]2)[CH2:9][CH2:10]1>>[CH2:2]([CH2:3][CH2:4][CH2:5][CH:6]1[N:7]([S:18](=[O:19])(=[O:20])[c:21]2[cH:22][cH:23][c:24]([CH3:27])[cH:25][cH:26]2)[CH:8]([c:11]2[cH:12][cH:13][c:14]([F:17])[cH:15][cH:16]2)[CH2:9][CH2:10]1)[n:30]1[c:29]([CH3:28])[n:33][n:32][n:31]1. The reactants are OC=1C=CC2=C(C=C(CCS2(=O)=O)C(=O)OC)C1 (Methyl 7-hydroxy-1,1-dioxo-2,3-dihydro-1-benzothiepine-4-carboxylate), CS(=O)(=O)OCCCC1=C(C=CC=C1)OCCC (3-(2-propoxyphenyl)propyl methanesulfonate), C([O-])([O-])=O.[K+].[K+] (potassium carbonate). The solvent is CN(C)C=O (DMF), C(C)(=O)OCC (ethyl acetate). Reaction conditions: temperature 60 celsius, time 3 hour. Yields the product C(CC)OC1=C(C=CC=C1)CCCOC=1C=CC2=C(C=C(CCS2(=O)=O)C(=O)OC)C1 (methyl 7-[3-(2-propoxyphenyl)propoxy]-1,1-dioxo-2,3-dihydro-1-benzothiepine-4-carboxylate). Yield: 125.5%. RXN SMILES: [OH:1][C:2]1[CH:3]=[CH:4][C:5]2[S:11](=[O:13])(=[O:12])[CH2:10][CH2:9][C:8]([C:14]([O:16][CH3:17])=[O:15])=[CH:7][C:6]=2[CH:18]=1.CS(O[CH2:24][CH2:25][CH2:26][C:27]1[CH:32]=[CH:31][CH:30]=[CH:29][C:28]=1[O:33][CH2:34][CH2:35][CH3:36])(=O)=O.C(=O)([O-])[O-].[K+].[K+]>CN(C=O)C.C(OCC)(=O)C>[CH2:34]([O:33][C:28]1[CH:29]=[CH:30][CH:31]=[CH:32][C:27]=1[CH2:26][CH2:25][CH2:24][O:1][C:2]1[CH:3]=[CH:4][C:5]2[S:11](=[O:13])(=[O:12])[CH2:10][CH2:9][C:8]([C:14]([O:16][CH3:17])=[O:15])=[CH:7][C:6]=2[CH:18]=1)[CH2:35][CH3:36] |f:2.3.4|. Procedure details: Methyl 7-hydroxy-1,1-dioxo-2,3-dihydro-1-benzothiepine-4-carboxylate (400 mg), 3-(2-propoxyphenyl)propyl methanesulfonate (1.06 g) and potassium carbonate (309 mg) were suspended in DMF (15 ml), and the resulting suspension was stirred at 60° C. for 3 hours. The reaction mixture was diluted with ethyl acetate and was washed respectively with water and an aqueous saturated solution of sodium chloride, and the organic layer was dried with anhydrous magnesium sulfate. After concentration under redu... The reactants are C(C)(C)(C)OC(=O)N1CCN(CC1)C1=C(C=C(C=C1)F)C(F)(F)F (tert-butyl-4-(4-fluoro-2-(trifluoromethyl)phenyl)piperazine-1-carboxylate), C(=O)(C(F)(F)F)O (TFA), ClC(C)Cl (dichloroethane), C(=O)(C(F)(F)F)O (TFA). Run in ClCCl (dichloromethane), ClCCl (dichloromethane). Reaction conditions: temperature 0 celsius, time 15 minute. The product is FC1=CC(=C(C=C1)N1CCNCC1)C(F)(F)F (1-(4-fluoro-2-(trifluoromethyl)phenyl)piperazine). Isolated yield 79.9%. Reaction SMILES: C(OC([N:8]1[CH2:13][CH2:12][N:11]([C:14]2[CH:19]=[CH:18][C:17]([F:20])=[CH:16][C:15]=2[C:21]([F:24])([F:23])[F:22])[CH2:10][CH2:9]1)=O)(C)(C)C.C(O)(C(F)(F)F)=O.ClC(Cl)C>ClCCl>[F:20][C:17]1[CH:18]=[CH:19][C:14]([N:11]2[CH2:12][CH2:13][NH:8][CH2:9][CH2:10]2)=[C:15]([C:21]([F:22])([F:24])[F:23])[CH:16]=1. Reported procedure: To a stirred solution of tert-butyl-4-(4-fluoro-2-(trifluoromethyl)phenyl)piperazine-1-carboxylate (6.8 g, 19.5 mmol) in anhydrous dichloromethane (90 mL) was added TFA (45 mL) dropwise at 0° C. The reaction mixture was stirred at 0° C. for 15 minutes then the cooling bath was removed and it was allowed to stir at room temperature for 2 hours. Reaction was complete as determined by TLC. Most of TFA was azeotropped with dichloroethane. The residue was then diluted with dichloromethane and washed ... The reactants are CCOC(C)=O, C1CCNC1, CCCCCC, CO, O=CC1CCOC1, COC(=O)c1ccc2c(c1)CCCC2=O. Yields the product COC(=O)c1ccc2c(c1)CCC(=CC1CCOC1)C2=O. RXN SMILES: [C:34]([O:35][CH2:36][CH3:37])(=[O:38])[CH3:39].[CH2:23]1[CH2:24][NH:25][CH2:26][CH2:27]1.[CH3:28][CH2:29][CH2:30][CH2:31][CH2:32][CH3:33].[CH3:40][OH:41].[O:16]1[CH2:17][CH:18]([CH:21]=[O:22])[CH2:19][CH2:20]1.[O:1]=[C:2]1[c:3]2[cH:4][cH:5][c:6]([C:12](=[O:13])[O:14][CH3:15])[cH:7][c:8]2[CH2:9][CH2:10][CH2:11]1>>[O:1]=[C:2]1[c:3]2[cH:4][cH:5][c:6]([C:12](=[O:13])[O:14][CH3:15])[cH:7][c:8]2[CH2:9][CH2:10][C:11]1=[CH:21][CH:18]1[CH2:17][O:16][CH2:20][CH2:19]1. Starting materials: Cc1c[nH]cn1, CC(=O)OC(C)=O. Product: CC(=O)n1cnc(C)c1. RXN SMILES: [CH3:1][c:2]1[n:3][cH:4][nH:5][cH:6]1.[CH3:7][C:8](=[O:9])[O:10][C:11](=[O:12])[CH3:13]>>[CH3:1][c:2]1[n:3][cH:4][n:5]([C:8]([CH3:7])=[O:9])[cH:6]1.